From a dataset of the Open Reaction Database (ORD), a public repository of structured organic reaction records. describe an organic reaction: reactants, conditions, products, and yield The reactants are ClC1=CC=C(C(=N1)NC1=NNC(=C1)OC(C)C)[N+](=O)[O-] (6-chloro-N-(5-isopropoxy-1H-pyrazol-3-yl)-3-nitropyridin-2-amine), ClC1=CC=C(C(=N1)NC1=NNC(=C1)OC(C)C)[N+](=O)[O-] (6-chloro-N-(5-isopropoxy-1H-pyrazol-3-yl)-3-nitropyridin-2-amine), Cl.N[C@@H](CO)C1=NC=C(C=C1)F ((2R)-2-amino-2-(5-fluoropyridin-2-yl)ethanol hydrochloride), Cl.N[C@@H](CO)C1=NC=C(C=C1)F ((2R)-2-amino-2-(5-fluoropyridin-2-yl)ethanol hydrochloride), C(C)(C)N(CC)C(C)C (diisopropylethylamine). Solvent: CCCCO (n-BuOH), C(C)(=O)OCC (ethyl acetate). Conditions: temperature 70 celsius, time 4 hour. The product is FC=1C=CC(=NC1)[C@H](CO)NC1=NC(=C(C=C1)[N+](=O)[O-])NC1=NNC(=C1)OC(C)C ((2R)-2-(5-Fluoropyridin-2-yl)-2-({6-[(5-isopropoxy-1H-pyrazol-3-yl)amino]-5-nitropyridin-2-yl}amino)ethanol). Yield: 64.2%. As a reaction SMILES: Cl[C:2]1[N:7]=[C:6]([NH:8][C:9]2[CH:13]=[C:12]([O:14][CH:15]([CH3:17])[CH3:16])[NH:11][N:10]=2)[C:5]([N+:18]([O-:20])=[O:19])=[CH:4][CH:3]=1.Cl.[NH2:22][C@H:23]([C:26]1[CH:31]=[CH:30][C:29]([F:32])=[CH:28][N:27]=1)[CH2:24][OH:25].C(N(C(C)C)CC)(C)C>CCCCO.C(OCC)(=O)C>[F:32][C:29]1[CH:30]=[CH:31][C:26]([C@@H:23]([NH:22][C:2]2[CH:3]=[CH:4][C:5]([N+:18]([O-:20])=[O:19])=[C:6]([NH:8][C:9]3[CH:13]=[C:12]([O:14][CH:15]([CH3:17])[CH3:16])[NH:11][N:10]=3)[N:7]=2)[CH2:24][OH:25])=[N:27][CH:28]=1 |f:1.2|. Procedure details: A mixture of 6-chloro-N-(5-isopropoxy-1H-pyrazol-3-yl)-3-nitropyridin-2-amine (Intermediate 7, 0.5 g) and (2R)-2-amino-2-(5-fluoropyridin-2-yl)ethanol hydrochloride (Intermediate 23, 0.45 g) in n-BuOH (10 mL) with diisopropylethylamine (3 mL) was stirred at 70° C. for 4 hours. The resulting mixture was diluted with ethyl acetate (20 mL), and washed with brine (10 mL×3). The organic layer was dried and concentrated. The resulting residue was separated by silica gel column (Hexane/Ethyl acetate) t... Starting materials: BrC1=C(C=CC=C1)NC(CC1N(CCN(C1)C(=O)OC(C)(C)C)C(=O)OCC1C2=CC=CC=C2C=2C=CC=CC12)=O (1-(9H-fluoren-9-yl)methyl 4-tert-butyl 2-(2-(2-bromophenylamino)-2-oxoethyl)piperazine-1,4-dicarboxylate), N1CCNCC1 (piperazine), resultant mixture, CO (Methanol). The solvent is ClCCl (dichloromethane). Product: BrC1=C(C=CC=C1)NC(CC1CN(CCN1)C(=O)OC(C)(C)C)=O (tert-butyl 3-(2-(2-bromophenylamino)-2-oxoethyl)piperazine-1-carboxylate). Reaction SMILES: [Br:1][C:2]1[CH:7]=[CH:6][CH:5]=[CH:4][C:3]=1[NH:8][C:9](=[O:41])[CH2:10][CH:11]1[CH2:16][N:15]([C:17]([O:19][C:20]([CH3:23])([CH3:22])[CH3:21])=[O:18])[CH2:14][CH2:13][N:12]1C(OCC1C2C=CC=CC=2C2C1=CC=CC=2)=O.N1CCNCC1.CO>ClCCl>[Br:1][C:2]1[CH:7]=[CH:6][CH:5]=[CH:4][C:3]=1[NH:8][C:9](=[O:41])[CH2:10][CH:11]1[NH:12][CH2:13][CH2:14][N:15]([C:17]([O:19][C:20]([CH3:22])([CH3:21])[CH3:23])=[O:18])[CH2:16]1. Procedure: To a solution of Example 1A (8.76 g, 14.12 mmol) in dichloromethane (100 mL) was added piperazine (3.65 g, 42.4 mmol). Methanol (50 mL) was added to the solution for solubility, and the resultant mixture was warmed to 40° C. for 14 hours. Once the reaction was complete, purification via flash chromatography (20-100% ethyl acetate/hexanes) afforded the title compound. 1H NMR (300 MHz, DMSO-d6) δ ppm 10.34 (s, 1H), 7.83 (d, J=7.12 Hz, 1H), 7.64 (dd, J=7.97, 1.53 Hz, 1H), 7.35 (dd, 1H), 7.08 (dd, 1... The product is COc1ccc(-c2ccc(N)cc2)cn1. As a reaction SMILES: [CH3:18][CH2:19][OH:20].[CH3:1][O:2][c:3]1[n:4][cH:5][c:6](-[c:9]2[cH:10][cH:11][c:12]([N+:15]([O-:16])=[O:17])[cH:13][cH:14]2)[cH:7][cH:8]1>>[CH3:1][O:2][c:3]1[n:4][cH:5][c:6](-[c:9]2[cH:10][cH:11][c:12]([NH2:15])[cH:13][cH:14]2)[cH:7][cH:8]1. Reactants: CCO, COc1ccc(-c2ccc([N+](=O)[O-])cc2)cn1. Reactants: BrCCNC(OCC1=CC=CC=C1)=O (phenylmethyl (2-bromoethyl)carbamate), BrCCNC(OCC1=CC=CC=C1)=O (phenylmethyl (2-bromoethyl)carbamate), N1CCC(CC1)NC(OC(C)(C)C)=O (1,1-dimethylethyl 4-piperidinylcarbamate), C([O-])([O-])=O.[K+].[K+] (potassium carbonate), C(C)#N (acetonitrile). The solvent is CN(C)C=O (DMF). Product: C1(=CC=CC=C1)COC(=O)NCCN1CCC(CC1)NC(OC(C)(C)C)=O (1,1-Dimethylethyl {1-[2-({[(phenylmethyl)oxy]carbonyl}amino)ethyl]-4-piperidinyl}carbamate). Yield: 93.3%. Reaction SMILES: Br[CH2:2][CH2:3][NH:4][C:5](=[O:14])[O:6][CH2:7][C:8]1[CH:13]=[CH:12][CH:11]=[CH:10][CH:9]=1.[NH:15]1[CH2:20][CH2:19][CH:18]([NH:21][C:22](=[O:28])[O:23][C:24]([CH3:27])([CH3:26])[CH3:25])[CH2:17][CH2:16]1.C(=O)([O-])[O-].[K+].[K+].C(#N)C>CN(C=O)C>[C:8]1([CH2:7][O:6][C:5]([NH:4][CH2:3][CH2:2][N:15]2[CH2:16][CH2:17][CH:18]([NH:21][C:22](=[O:28])[O:23][C:24]([CH3:26])([CH3:25])[CH3:27])[CH2:19][CH2:20]2)=[O:14])[CH:13]=[CH:12][CH:11]=[CH:10][CH:9]=1 |f:2.3.4|. Reported procedure: A mixture of phenylmethyl (2-bromoethyl)carbamate (12.9 g, 50 mmol) (prepared from phenylmethyl (2-bromoethyl)carbamate and phenylmethyl chloridocarbonate according to the method of A. J. Brouwer and R. M. J. Liskamp, European Journal of Organic Chemistry (2005), (3), 487-495), 1,1-dimethylethyl 4-piperidinylcarbamate (10 g, 50 mmol), potassium carbonate (6.9 g, 50 mmol), acetonitrile (100 ml) and DMF (30 ml) was heated at 40° C. for 2.5 days. The solvents were decanted from inorganic residues a... Starting materials: CC(C(=O)N)(C)N1N=C(C(=C1)NC1=NC=C(C(=N1)NC)C(F)(F)F)C (2-methyl-2-(3-methyl-4-(4-(methylamino)-5-(trifluoromethyl)pyrimidin-2-ylamino)-1H-pyrazol-1-yl)propanamide). Solvent: O=P(Cl)(Cl)Cl (POCl3). Yields the product CC(C#N)(C)N1N=C(C(=C1)NC1=NC=C(C(=N1)NC)C(F)(F)F)C (2-methyl-2-(3-methyl-4-(4-(methylamino)-5-(trifluoromethyl)pyrimidin-2-ylamino)-1H-pyrazol-1-yl)propanenitrile). Yield: 42.1%. RXN SMILES: [CH3:1][C:2]([N:7]1[CH:11]=[C:10]([NH:12][C:13]2[N:18]=[C:17]([NH:19][CH3:20])[C:16]([C:21]([F:24])([F:23])[F:22])=[CH:15][N:14]=2)[C:9]([CH3:25])=[N:8]1)([CH3:6])[C:3]([NH2:5])=O>O=P(Cl)(Cl)Cl>[CH3:6][C:2]([N:7]1[CH:11]=[C:10]([NH:12][C:13]2[N:18]=[C:17]([NH:19][CH3:20])[C:16]([C:21]([F:22])([F:24])[F:23])=[CH:15][N:14]=2)[C:9]([CH3:25])=[N:8]1)([CH3:1])[C:3]#[N:5]. Reported procedure: A stirred solution of 2-methyl-2-(3-methyl-4-(4-(methylamino)-5-(trifluoromethyl)pyrimidin-2-ylamino)-1H-pyrazol-1-yl)propanamide (250 mg, 0.7 mmol) in POCl3 (5 mL) was stirred at 90° C. for 1 hour. POCl3 was removed by evaporation, the mixture was added into ice/H2O (10 ml) and the pH of the solution was adjusted to 8 with sat.Na2CO3, the aqueous phase was extracted with ethyl acetate (5 mL×3). The combined organic phase was washed with sat. sodium chloride (10 mL), dried over anhydrous sodium ... Reaction SMILES: [CH3:24][C:25](=[O:26])[OH:27].[CH3:30][CH2:31][OH:32].[Cl:1][c:2]1[cH:3][cH:4][c:5]([N+:21]([O-:22])=[O:23])[c:6]([C:7](=[O:8])[NH:9][CH2:10][c:11]2[cH:12][c:13]3[c:14]([cH:15][cH:16]2)[O:17][CH2:18][O:19]3)[cH:20]1.[Fe:29].[OH2:28]>>[Cl:1][c:2]1[cH:3][cH:4][c:5]([NH2:21])[c:6]([C:7](=[O:8])[NH:9][CH2:10][c:11]2[cH:12][c:13]3[c:14]([cH:15][cH:16]2)[O:17][CH2:18][O:19]3)[cH:20]1. Product: Nc1ccc(Cl)cc1C(=O)NCc1ccc2c(c1)OCO2. Reactants: CC(=O)O, CCO, O=C(NCc1ccc2c(c1)OCO2)c1cc(Cl)ccc1[N+](=O)[O-], [Fe], O. Reactants: [OH-].[Na+] (sodium hydroxide), O (water), C(CCCCCC)=O (heptanal), C1(CCCC1)=O (cyclopentanone). Run in CCCCCC (Hexane). Reaction conditions: temperature 2.5 celsius, time 2 hour. Product: OC(CCCCCC)C1C(CCC1)=O (2-(1-hydroxyheptyl)cyclopentanone). The yield is 77.8%. As a reaction SMILES: [OH-].[Na+].O.[CH:4](=[O:11])[CH2:5][CH2:6][CH2:7][CH2:8][CH2:9][CH3:10].[C:12]1(=[O:17])[CH2:16][CH2:15][CH2:14][CH2:13]1>CCCCCC>[OH:11][CH:4]([CH:13]1[CH2:14][CH2:15][CH2:16][C:12]1=[O:17])[CH2:5][CH2:6][CH2:7][CH2:8][CH2:9][CH3:10] |f:0.1|. Reported procedure: Into a 2-litter four-neck flask fitted with a thermometer, a reflux condenser and a stirrer were added sodium hydroxide (3.2 g) and water (300 ml). Then, a mixture of heptanal (114 g) and cyclopentanone (152 g) was added dropwise thereto under stirring at 0-5° C. over a period of 2 hours. After the addition, the reaction mixture was stirred at room temperature for 1 hour to complete the reaction. Hexane (150 ml) was added to the reaction mixture and the layers were separated from each other. The... Starting materials: N1=CC=NC2=CC(=CC=C12)C=O (6-quinoxalinecarboxaldehyde), [Br-].O1C(OCC1)C[P+](C1=CC=CC=C1)(C1=CC=CC=C1)C1=CC=CC=C1 ((1,3-dioxolan-2-ylmethyl)triphenylphosphonium bromide), COCCOCCN(CCOCCOC)CCOCCOC (TDA-1). Solvent: ClCCl (dichloromethane), C(=O)([O-])[O-].[K+].[K+] (K2CO3). Conditions: time 1 hour. The product is N1=CC=NC2=CC(=CC=C12)C=CC=O (3-(6-Quinoxalinyl)-2-propenal). The yield is 65.1%. As a reaction SMILES: [N:1]1[C:10]2[C:5](=[CH:6][C:7]([CH:11]=O)=[CH:8][CH:9]=2)[N:4]=[CH:3][CH:2]=1.[Br-].[O:14]1CCO[CH:15]1[CH2:19][P+](C1C=CC=CC=1)(C1C=CC=CC=1)C1C=CC=CC=1.COCCOCCN(CCOCCOC)CCOCCOC>ClCCl.C([O-])([O-])=O.[K+].[K+]>[N:1]1[C:10]2[C:5](=[CH:6][C:7]([CH:11]=[CH:19][CH:15]=[O:14])=[CH:8][CH:9]=2)[N:4]=[CH:3][CH:2]=1 |f:1.2,5.6.7|. Reported procedure: A mixture of 6-quinoxalinecarboxaldehyde (0.62 g, 3.92 mmol, prepared as described in Photochem. Photobiol. 1991, 54, 7), (1,3-dioxolan-2-ylmethyl)triphenylphosphonium bromide (2.50 g, 5.82 mmol), and TDA-1 (1.20 mL, 3.75 mmol) in dichloromethane (20 mL) and sat. aq. K2CO3 (20 mL) was heated to reflux for 4 h. The layers were separated and the aqueous layer was extracted with dichloromethane (2×20 mL). The combined organic layers were washed with water (50 mL) and brine (50 mL), dried (Na2SO4), ... Starting materials: C(C)(C)N(C(OC(C)(C)C)=O)C=1SC(=CN1)C=1C=C(C=2N(C1)C=C(N2)C(NC)=O)C2=CC=CC=C2 (tert-butyl isopropyl(5-(2-(methylcarbamoyl)-8-phenylimidazo[1,2-a]pyridin-6-yl)thiazol-2-yl)carbamate), C(=O)(C(F)(F)F)O (TFA). Run in C(Cl)Cl (methylenechloride). Run at time 2 hour. The product is C(C)(C)NC=1SC(=CN1)C=1C=C(C=2N(C1)C=C(N2)C(=O)NC)C2=CC=CC=C2 (6-(2-(isopropylamino)thiazol-5-yl)-N-methyl-8-phenylimidazo[1,2-a]pyridine-2-carboxamide). The yield is 62.8%. Reaction SMILES: [CH:1]([N:4]([C:12]1[S:13][C:14]([C:17]2[CH:18]=[C:19]([C:30]3[CH:35]=[CH:34][CH:33]=[CH:32][CH:31]=3)[C:20]3[N:21]([CH:23]=[C:24]([C:26](=[O:29])[NH:27][CH3:28])[N:25]=3)[CH:22]=2)=[CH:15][N:16]=1)C(=O)OC(C)(C)C)([CH3:3])[CH3:2].C(O)(C(F)(F)F)=O>C(Cl)Cl>[CH:1]([NH:4][C:12]1[S:13][C:14]([C:17]2[CH:18]=[C:19]([C:30]3[CH:35]=[CH:34][CH:33]=[CH:32][CH:31]=3)[C:20]3[N:21]([CH:23]=[C:24]([C:26]([NH:27][CH3:28])=[O:29])[N:25]=3)[CH:22]=2)=[CH:15][N:16]=1)([CH3:3])[CH3:2]. Procedure: A solution of tert-butyl isopropyl(5-(2-(methylcarbamoyl)-8-phenylimidazo[1,2-a]pyridin-6-yl)thiazol-2-yl)carbamate (30 mg) in methylenechloride (2 ml) was treated with TFA (4 ml) and stirred at room temperature for 2 hours. The solvent was removed under vacuum and the residue chromatographed on silica gel using ethyl acetate as eluent to give 15 mg of 6-(2-(isopropylamino)thiazol-5-yl)-N-methyl-8-phenylimidazo[1,2-a]pyridine-2-carboxamide as a tan solid. LCMS (Conditions C): 2.62 min (RT); (M+H... Reaction SMILES: [Br:1][c:2]1[cH:3][cH:4][c:5]([N+:8](=[O:9])[O-:10])[cH:6][cH:7]1.[CH2:11]([Sn:12]([CH2:13][CH2:14][CH2:15][CH3:25])([c:16]1[s:17][cH:18][c:19]2[c:20]1[O:21][CH2:22][CH2:23][O:24]2)[CH2:26][CH2:27][CH2:28][CH3:29])[CH2:30][CH2:31][CH3:32].[CH3:33][c:34]1[cH:35][cH:36][cH:37][cH:38][cH:39]1.[cH:40]1[cH:41][cH:42][c:43]([P:44]([Pd:45]([P:46]([c:47]2[cH:48][cH:49][cH:50][cH:51][cH:52]2)([c:53]2[cH:54][cH:55][cH:56][cH:57][cH:58]2)[c:59]2[cH:60][cH:61][cH:62][cH:63][cH:64]2)([P:65]([c:66]2[cH:67][cH:68][cH:69][cH:70][cH:71]2)([c:72]2[cH:73][cH:74][cH:75][cH:76][cH:77]2)[c:78]2[cH:79][cH:80][cH:81][cH:82][cH:83]2)[P:84]([c:85]2[cH:86][cH:87][cH:88][cH:89][cH:90]2)([c:91]2[cH:92][cH:93][cH:94][cH:95][cH:96]2)[c:97]2[cH:98][cH:99][cH:100][cH:101][cH:102]2)([c:103]2[cH:104][cH:105][cH:106][cH:107][cH:108]2)[c:109]2[cH:110][cH:111][cH:112][cH:113][cH:114]2)[cH:115][cH:116]1>>[c:2]1(-[c:16]2[s:17][cH:18][c:19]3[c:20]2[O:21][CH2:22][CH2:23][O:24]3)[cH:3][cH:4][c:5]([N+:8](=[O:9])[O-:10])[cH:6][cH:7]1. The product is O=[N+]([O-])c1ccc(-c2scc3c2OCCO3)cc1. Reactants: O=[N+]([O-])c1ccc(Br)cc1, CCCC[Sn](CCCC)(CCCC)c1scc2c1OCCO2, Cc1ccccc1, c1ccc(P(c2ccccc2)(c2ccccc2)[Pd](P(c2ccccc2)(c2ccccc2)c2ccccc2)(P(c2ccccc2)(c2ccccc2)c2ccccc2)P(c2ccccc2)(c2ccccc2)c2ccccc2)cc1.